describe an organic reaction: reactants, conditions, products, and yield From a dataset of the Open Reaction Database (ORD), a public repository of structured organic reaction records. Product: CS(=O)(=O)c1ccc(C(CC2CCCC2)C(=O)Nc2cnc(-c3ccoc3)cn2)cc1Cl. Reaction SMILES: [Br:20][N:21]1[C:22](=[O:23])[CH2:24][CH2:25][C:26]1=[O:27].[CH2:67]([Cl:68])[Cl:69].[Cl:28][c:29]1[cH:30][c:31]([CH:39]([C:40](=[O:41])[OH:42])[CH2:43][CH:44]2[CH2:45][CH2:46][CH2:47][CH2:48]2)[cH:32][cH:33][c:34]1[S:35](=[O:36])(=[O:37])[CH3:38].[c:1]1([P:2]([c:3]2[cH:4][cH:5][cH:6][cH:7][cH:8]2)[c:9]2[cH:10][cH:11][cH:12][cH:13][cH:14]2)[cH:15][cH:16][cH:17][cH:18][cH:19]1.[cH:61]1[cH:62][cH:63][n:64][cH:65][cH:66]1.[o:49]1[cH:50][c:51](-[c:54]2[n:55][cH:56][c:57]([NH2:60])[n:58][cH:59]2)[cH:52][cH:53]1>>[Cl:28][c:29]1[cH:30][c:31]([CH:39]([C:40](=[O:42])[NH:60][c:57]2[cH:56][n:55][c:54](-[c:51]3[cH:50][o:49][cH:53][cH:52]3)[cH:59][n:58]2)[CH2:43][CH:44]2[CH2:45][CH2:46][CH2:47][CH2:48]2)[cH:32][cH:33][c:34]1[S:35](=[O:36])(=[O:37])[CH3:38]. Starting materials: O=C1CCC(=O)N1Br, ClCCl, CS(=O)(=O)c1ccc(C(CC2CCCC2)C(=O)O)cc1Cl, c1ccc(P(c2ccccc2)c2ccccc2)cc1, c1ccncc1, Nc1cnc(-c2ccoc2)cn1. The reactants are C[O-], CO, CN(C)C=O, ClCc1ccc2ccccc2n1, Cl, Nc1ccc2ccc(O)cc2c1, [Na+], O. Yields the product Nc1ccc2ccc(OCc3ccc4ccccc4n3)cc2c1. As a reaction SMILES: [CH3:14][O-:15].[CH3:30][OH:31].[CH3:32][N:33]([CH3:34])[CH:35]=[O:36].[Cl:17][CH2:18][c:19]1[n:20][c:21]2[cH:22][cH:23][cH:24][cH:25][c:26]2[cH:27][cH:28]1.[ClH:1].[NH2:2][c:3]1[cH:4][cH:5][c:6]2[cH:7][cH:8][c:9]([OH:13])[cH:10][c:11]2[cH:12]1.[Na+:16].[OH2:29]>>[NH2:2][c:3]1[cH:4][cH:5][c:6]2[cH:7][cH:8][c:9]([O:13][CH2:18][c:19]3[n:20][c:21]4[cH:22][cH:23][cH:24][cH:25][c:26]4[cH:27][cH:28]3)[cH:10][c:11]2[cH:12]1.